This data is from the Open Reaction Database (ORD), a public repository of structured organic reaction records. The task is: describe an organic reaction: reactants, conditions, products, and yield Reactants: C1(=CC=CC=C1)NN=CC(C)=O (2-oxopropanal phenylhydrazone), aqueous solution, C(=O)C=O (glyoxal). Run in C(C)(=O)O (acetic acid). Yields the product OC=1C(=NN(C1)C1=CC=CC=C1)C(C)=O (1-(4-hydroxy-1-phenyl-1H-pyrazol-3-yl)ethanone). Yield: 43.4%. RXN SMILES: [C:1]1([NH:7][N:8]=[CH:9][C:10](=[O:12])[CH3:11])[CH:6]=[CH:5][CH:4]=[CH:3][CH:2]=1.[CH:13]([CH:15]=O)=[O:14]>C(O)(=O)C>[OH:12][C:10]1[C:9]([C:13](=[O:14])[CH3:15])=[N:8][N:7]([C:1]2[CH:6]=[CH:5][CH:4]=[CH:3][CH:2]=2)[CH:11]=1. Reported procedure: To 2-oxopropanal phenylhydrazone (5.00 g, 30.8 mmol) in acetic acid (60 mL) was added a 40% aqueous solution of glyoxal (5.9 g, 4.6 mL, 30.8 mmol) and the mixture was heated at reflux for 45 minutes. The acetic acid was removed under reduced pressure. The resultant mixture was diluted with ethyl acetate (100 mL), washed with NaHCO3 and sat. aq. NaCl. Solids were removed by filtration, the filtrate was dried over Na2SO4, filtered and concentrated. The crude material was purified by CombiFlash (18... The reactants are Cl.COC=1C=C2CCN=CC2=CC1OC (6,7-dimethoxy-3,4-dihydroisoquinoline hydrochloride), CC(=O)C1=CCCC1 (1-cyclopenten-1-yl methyl ketone). The solvent is C(C)O (ethanol). Product: COC1=CC2=C(C3CC(C4C(N3CC2)CCC4)=O)C=C1OC (1,2,3,3a,5,6,10b,11,12,12a-decahydro-8,9-dimethoxybenzo[a]cyclopenta[f]quinolizin-12-one). Reaction SMILES: Cl.[CH3:2][O:3][C:4]1[CH:5]=[C:6]2[C:11](=[CH:12][C:13]=1[O:14][CH3:15])[CH:10]=[N:9][CH2:8][CH2:7]2.[CH3:16][C:17]([C:19]1[CH2:23][CH2:22][CH2:21][CH:20]=1)=[O:18]>C(O)C>[CH3:2][O:3][C:4]1[C:13]([O:14][CH3:15])=[CH:12][C:11]2[CH:10]3[N:9]([CH2:8][CH2:7][C:6]=2[CH:5]=1)[CH:20]1[CH2:21][CH2:22][CH2:23][CH:19]1[C:17](=[O:18])[CH2:16]3 |f:0.1|. Reported procedure: A mixture of 23.0 g (0.1 mole) of 6,7-dimethoxy-3,4-dihydroisoquinoline hydrochloride, 23.0 g (0.2 mole) of 1-cyclopenten-1-yl methyl ketone in 25 ml of ethanol is refluxed overnight then evaporated in vacuo. The residual oil is partitioned between water and ether after which the aqueous layer is separated and washed with ether, made basic with concentrated ammonium hydroxide solution and stirred. A sticky solid material forms which is washed with water, partially dried in vacuo, dissolved in me... As a reaction SMILES: [C:1]([O:2][C:3](=[O:4])[N:8]1[CH2:9][CH2:10][N:11]([c:14]2[n:15][c:16]([O:20][CH2:21][c:22]3[s:23][cH:24][c:25]([CH3:27])[n:26]3)[cH:17][n:18][cH:19]2)[CH2:12][CH2:13]1)([CH3:5])([CH3:6])[CH3:7].[CH2:29]1[O:30][CH2:31][CH2:32][O:33][CH2:34]1.[ClH:28]>>[NH:8]1[CH2:9][CH2:10][N:11]([c:14]2[n:15][c:16]([O:20][CH2:21][c:22]3[s:23][cH:24][c:25]([CH3:27])[n:26]3)[cH:17][n:18][cH:19]2)[CH2:12][CH2:13]1. Starting materials: Cc1csc(COc2cncc(N3CCN(C(=O)OC(C)(C)C)CC3)n2)n1, C1COCCO1, Cl. The product is Cc1csc(COc2cncc(N3CCNCC3)n2)n1. The reactants are Cl (hydrogen chloride), Cl (hydrochloride), formula II, C(C)(C)(C)NCC(COC=1SC(=CN1)C(=O)NCCCCC=C)O (1-t-butylamino-3-[5-(hex-5-enylaminocarbonyl)thiazol-2-yloxy]-propan-2-ol). The solvent is C(C)OCC (ethyl ether). The product is Cl.C(C)(C)(C)NCC(COC=1SC(=CN1)C(=O)NCCCCC=C)O (1-t-butylamino-3-[5-(hex-5-enylaminocarbonyl)thiazol-2-yloxy]-propan-2-ol hydrochloride). Reaction SMILES: [ClH:1].[C:2]([NH:6][CH2:7][CH:8]([OH:25])[CH2:9][O:10][C:11]1[S:12][C:13]([C:16]([NH:18][CH2:19][CH2:20][CH2:21][CH2:22][CH:23]=[CH2:24])=[O:17])=[CH:14][N:15]=1)([CH3:5])([CH3:4])[CH3:3]>C(OCC)C>[ClH:1].[C:2]([NH:6][CH2:7][CH:8]([OH:25])[CH2:9][O:10][C:11]1[S:12][C:13]([C:16]([NH:18][CH2:19][CH2:20][CH2:21][CH2:22][CH:23]=[CH2:24])=[O:17])=[CH:14][N:15]=1)([CH3:5])([CH3:4])[CH3:3] |f:3.4|. Procedure details: This example illustrates methods of preparing hydrochloride addition salts of the compounds of formula II. In this example 1 g. of 1-t-butylamino-3-[5-(hex-5-enylaminocarbonyl)thiazol-2-yloxy]-propan-2-ol is dissolved in 10 ml. of ethyl ether at 20° C. A stream of gaseous anhydrous hydrogen chloride is passed over the surface of the solution until the supernatent liquid becomes clear. The resulting precipitate is collected by filtration, washed with ethyl ether and then crystallized from methano... Reactants: BrC=1C=NC=C(C1)Br (3,5-dibromopyridine), COC1=CC=C(C=C1)B(O)O (4-methoxy-phenylboronic acid), C(=O)([O-])[O-].[Na+].[Na+] (Na2CO3). The reagents and catalysts are C=1C=CC(=CC1)[P](C=2C=CC=CC2)(C=3C=CC=CC3)[Pd]([P](C=4C=CC=CC4)(C=5C=CC=CC5)C=6C=CC=CC6)([P](C=7C=CC=CC7)(C=8C=CC=CC8)C=9C=CC=CC9)[P](C=1C=CC=CC1)(C=1C=CC=CC1)C=1C=CC=CC1 (Pd(PPh3)4). Solvent: CC#N (MeCN). Product: BrC=1C=NC=C(C1)C1=CC=C(C=C1)OC (3-Bromo-5-(4-methoxy-phenyl)-pyridine). As a reaction SMILES: Br[C:2]1[CH:3]=[N:4][CH:5]=[C:6]([Br:8])[CH:7]=1.[CH3:9][O:10][C:11]1[CH:16]=[CH:15][C:14](B(O)O)=[CH:13][CH:12]=1.C([O-])([O-])=O.[Na+].[Na+]>CC#N.C1C=CC([P]([Pd]([P](C2C=CC=CC=2)(C2C=CC=CC=2)C2C=CC=CC=2)([P](C2C=CC=CC=2)(C2C=CC=CC=2)C2C=CC=CC=2)[P](C2C=CC=CC=2)(C2C=CC=CC=2)C2C=CC=CC=2)(C2C=CC=CC=2)C2C=CC=CC=2)=CC=1>[Br:8][C:6]1[CH:5]=[N:4][CH:3]=[C:2]([C:14]2[CH:15]=[CH:16][C:11]([O:10][CH3:9])=[CH:12][CH:13]=2)[CH:7]=1 |f:2.3.4,^1:32,34,53,72|. Procedure details: To a solution of 3,5-dibromopyridine (Sigma-Aldrich, St. Louis, USA) (1 eq, 8.4 mmol, 2 g) and 4-methoxy-phenylboronic acid (Sigma-Aldrich, St. Louis, USA) (1 eq, 8.4 mmol, 1.30 g) in MeCN (12 ml), Na2CO3 (2 eq, 16.7 mmol, 1.79 g) and Pd(PPh3)4 (0.04 eq, 0.334 mmol, 398 mg) are added. The mixture is heated using microwave radiation at 140° C. for 10 min. The solvents are evaporated, the residue is taken up in aqueous NaOH solution (1 M) and extracted with DCM. The organic layer is washed with br... Starting materials: CC(=O)c1ccc(OS(=O)(=O)C(F)(F)F)cc1C, O=C([O-])[O-], CCOC(C)=O, CCCCCC, OB(O)c1ccc(C(F)(F)F)cc1, [K+], [K+], C1COCCO1, O, c1ccc(P(c2ccccc2)(c2ccccc2)[Pd](P(c2ccccc2)(c2ccccc2)c2ccccc2)(P(c2ccccc2)(c2ccccc2)c2ccccc2)P(c2ccccc2)(c2ccccc2)c2ccccc2)cc1. Yields the product CC(=O)c1ccc(-c2ccc(C(F)(F)F)cc2)cc1C. RXN SMILES: [C:1]([CH3:2])(=[O:3])[c:4]1[c:5]([CH3:18])[cH:6][c:7]([O:10][S:11]([C:12]([F:13])([F:14])[F:15])(=[O:16])=[O:17])[cH:8][cH:9]1.[C:32](=[O:33])([O-:34])[O-:35].[CH3:38][CH2:39][O:40][C:41]([CH3:42])=[O:43].[CH3:44][CH2:45][CH2:46][CH2:47][CH2:48][CH3:49].[F:19][C:20]([c:21]1[cH:22][cH:23][c:24]([B:27]([OH:28])[OH:29])[cH:25][cH:26]1)([F:30])[F:31].[K+:36].[K+:37].[O:51]1[CH2:52][CH2:53][O:54][CH2:55][CH2:56]1.[OH2:50].[cH:57]1[cH:58][cH:59][c:60]([P:61]([Pd:62]([P:63]([c:64]2[cH:65][cH:66][cH:67][cH:68][cH:69]2)([c:70]2[cH:71][cH:72][cH:73][cH:74][cH:75]2)[c:76]2[cH:77][cH:78][cH:79][cH:80][cH:81]2)([P:82]([c:83]2[cH:84][cH:85][cH:86][cH:87][cH:88]2)([c:89]2[cH:90][cH:91][cH:92][cH:93][cH:94]2)[c:95]2[cH:96][cH:97][cH:98][cH:99][cH:100]2)[P:101]([c:102]2[cH:103][cH:104][cH:105][cH:106][cH:107]2)([c:108]2[cH:109][cH:110][cH:111][cH:112][cH:113]2)[c:114]2[cH:115][cH:116][cH:117][cH:118][cH:119]2)([c:120]2[cH:121][cH:122][cH:123][cH:124][cH:125]2)[c:126]2[cH:127][cH:128][cH:129][cH:130][cH:131]2)[cH:132][cH:133]1>>[C:1]([CH3:2])(=[O:3])[c:4]1[c:5]([CH3:18])[cH:6][c:7](-[c:24]2[cH:23][cH:22][c:21]([C:20]([F:19])([F:30])[F:31])[cH:26][cH:25]2)[cH:8][cH:9]1. The reactants are NN (hydrazine), ClC1=NC=CC=C1C(=O)C=1SC=CN1 (2-chloro-3-[(2-thiazolyl)carbonyl]pyridine), resultant residue. The solvent is O1CCOCC1 (dioxane), ClCCl (dichloromethane). Reaction conditions: temperature 150 celsius. Product: S1C(=NC=C1)C1=NNC2=NC=CC=C21 (3-thiazol-2-yl-1H-pyrazolo[3,4-b]pyridine). Reaction SMILES: Cl[C:2]1[C:7]([C:8]([C:10]2[S:11][CH:12]=[CH:13][N:14]=2)=O)=[CH:6][CH:5]=[CH:4][N:3]=1.[NH2:15][NH2:16]>O1CCOCC1.ClCCl>[S:11]1[CH:12]=[CH:13][N:14]=[C:10]1[C:8]1[C:7]2[C:2](=[N:3][CH:4]=[CH:5][CH:6]=2)[NH:16][N:15]=1. Procedure: To a suspension of 2-chloro-3-[(2-thiazolyl)carbonyl]pyridine (257.5 mg, 1.2 mmol, 1 equiv) in dioxane (3 mL) in a sealed tube was added hydrazine (2 mL). The mixture was heated at 150° C. overnight, cooled to room temperature and concentrated in vacuo to provide a crude residue. The resultant residue was diluted with dichloromethane (300 mL), washed with water (50 mL) and brine (50 mL). The organic layer was separated, dried over sodium sulfate, filtered and concentrated in vacuo to provide 3-t... The reactants are FC(C=1C=CC(=NC1)N1CCNCC1)(F)F (1-[5-(trifluoromethyl)pyrid-2-yl]piperazine), CCN(C(C)C)C(C)C (DIPEA), BrC(C(=O)OCC)C (ethyl 2-bromopropionate). Run in C(C)O (ethanol). Run at temperature 70 celsius, time 14 hour. The product is C(C)OC(C(C)N1CCN(CC1)C1=NC=C(C=C1)C(F)(F)F)=O (2-[4-(5-trifluoromethyl-pyridin-2-yl)-piperazin-1-yl]propionic acid ethyl ester). RXN SMILES: [F:1][C:2]([F:16])([F:15])[C:3]1[CH:4]=[CH:5][C:6]([N:9]2[CH2:14][CH2:13][NH:12][CH2:11][CH2:10]2)=[N:7][CH:8]=1.CCN(C(C)C)C(C)C.Br[CH:27]([CH3:33])[C:28]([O:30][CH2:31][CH3:32])=[O:29]>C(O)C>[CH2:31]([O:30][C:28](=[O:29])[CH:27]([N:12]1[CH2:11][CH2:10][N:9]([C:6]2[CH:5]=[CH:4][C:3]([C:2]([F:1])([F:15])[F:16])=[CH:8][N:7]=2)[CH2:14][CH2:13]1)[CH3:33])[CH3:32]. Procedure details: To a solution of 1-[5-(trifluoromethyl)pyrid-2-yl]piperazine (2.00 g, 8.65 mmol) in ethanol (25 mL) and DIPEA (3.3 mL, 19.0 mmol) was added ethyl 2-bromopropionate (1.20 mL, 9.51 mmol). The reaction mixture was heated to 70° C. After 14 hours, the reaction mixture was cooled to room temperature, concentrated and purified by flash chromatography on silica gel with elution using 50% ethyl acetate/hexanes to give 2-[4-(5-trifluoromethyl-pyridin-2-yl)-piperazin-1-yl]propionic acid ethyl ester. The reactants are ClCCl, NS(=O)(=O)c1ccc(F)c(S(=O)(=O)C(F)(F)F)c1, CN1CCC(F)(CO)CC1, [H-], [Na+], C1CCOC1, O. Product: CN1CCC(F)(COc2ccc(S(N)(=O)=O)cc2S(=O)(=O)C(F)(F)F)CC1. As a reaction SMILES: [Cl:37][CH2:38][Cl:39].[F:13][c:14]1[c:15]([S:24](=[O:25])(=[O:26])[C:27]([F:28])([F:29])[F:30])[cH:16][c:17]([S:20](=[O:21])(=[O:22])[NH2:23])[cH:18][cH:19]1.[F:1][C:2]1([CH2:9][OH:10])[CH2:3][CH2:4][N:5]([CH3:8])[CH2:6][CH2:7]1.[H-:11].[Na+:12].[O:32]1[CH2:33][CH2:34][CH2:35][CH2:36]1.[OH2:31]>>[F:1][C:2]1([CH2:9][O:10][c:14]2[c:15]([S:24](=[O:25])(=[O:26])[C:27]([F:28])([F:29])[F:30])[cH:16][c:17]([S:20](=[O:21])(=[O:22])[NH2:23])[cH:18][cH:19]2)[CH2:3][CH2:4][N:5]([CH3:8])[CH2:6][CH2:7]1. Reactants: CCOC(=O)C1=Cc2cc(Br)ccc2N(C=O)CC1, C1CCOC1, CCO, Cl, [Na+], [OH-]. Product: O=CN1CCC(C(=O)O)=Cc2cc(Br)ccc21. RXN SMILES: [Br:1][c:2]1[cH:3][cH:4][c:5]2[c:6]([cH:19]1)[CH:7]=[C:8]([C:14](=[O:15])[O:16][CH2:17][CH3:18])[CH2:9][CH2:10][N:11]2[CH:12]=[O:13].[CH2:23]1[O:24][CH2:25][CH2:26][CH2:27]1.[CH3:28][CH2:29][OH:30].[ClH:20].[Na+:22].[OH-:21]>>[Br:1][c:2]1[cH:3][cH:4][c:5]2[c:6]([cH:19]1)[CH:7]=[C:8]([C:14](=[O:15])[OH:16])[CH2:9][CH2:10][N:11]2[CH:12]=[O:13].